describe an organic reaction: reactants, conditions, products, and yield From a dataset of the Open Reaction Database (ORD), a public repository of structured organic reaction records. Reactants: 5-(4-allyloxy-2,3,6-trimethyl-phenyl)-3-methyl-penta-2,4-diene 1-triphenylphosphonium bromide, CC1(CC(=CC(=C1)C)C)O (1,3,5-trimethylphenol), C(C=C)Br (allyl bromide). Product: C(C=C)OC1(CC(=CC(=C1)C)C)C (1,3,5-trimethyl-phenyl allyl ether). As a reaction SMILES: [CH3:1][C:2]1([OH:10])[CH:7]=[C:6]([CH3:8])[CH:5]=[C:4]([CH3:9])[CH2:3]1.[CH2:11](Br)[CH:12]=[CH2:13]>>[CH2:13]([O:10][C:2]1([CH3:1])[CH:3]=[C:4]([CH3:9])[CH:5]=[C:6]([CH3:8])[CH2:7]1)[CH:12]=[CH2:11]. Reported procedure: The 5-(4-allyloxy-2,3,6-trimethyl-phenyl)-3-methyl-penta-2,4-diene-1-triphenylphosphonium bromide employed as the starting material can be prepared by the procedure of Example 3. This procedure is carried out by alkylation of 1,3,5-trimethylphenol with allyl bromide to give 1,3,5-trimethyl-phenyl allyl ether (boiling point 76°-80° C./0.05 mmHg), by formylation of the ether obtained to give 4-allyloxy-2,3,6-trimethyl-benzaldehyde (boiling point 90°-102° C./0.15 mmHg), by condensation of the aldeh... Starting materials: NC=1C=CC(=C(CNC(OCC2=CC=CC=C2)=O)C1)S(=O)(=O)CC (Benzyl 5-amino-2-(ethylsulfonyl)benzylcarbamate), C(Cl)Cl (DCM), ClC(=O)OC1=CC=CC=C1 (phenyl chloroformate), N1=CC=CC=C1 (pyridine). Product: C(C1=CC=CC=C1)OC(=O)NCC=1C=C(C=CC1S(=O)(=O)CC)N(C(O)=O)C1=CC=CC=C1 (3-((benzyloxycarbonylamino)methyl)-4-(ethylsulfonyl)phenyl phenyl carbamic acid). Yield: 62.0%. Reaction SMILES: [NH2:1][C:2]1[CH:3]=[CH:4][C:5]([S:20]([CH2:23][CH3:24])(=[O:22])=[O:21])=[C:6]([CH:19]=1)[CH2:7][NH:8][C:9](=[O:18])[O:10][CH2:11][C:12]1[CH:17]=[CH:16][CH:15]=[CH:14][CH:13]=1.[CH2:25](Cl)Cl.Cl[C:29]([O:31]C1C=CC=CC=1)=[O:30].N1[CH:43]=[CH:42][CH:41]=[CH:40][CH:39]=1>>[CH2:11]([O:10][C:9]([NH:8][CH2:7][C:6]1[CH:19]=[C:2]([N:1]([C:39]2[CH:25]=[CH:43][CH:42]=[CH:41][CH:40]=2)[C:29](=[O:30])[OH:31])[CH:3]=[CH:4][C:5]=1[S:20]([CH2:23][CH3:24])(=[O:22])=[O:21])=[O:18])[C:12]1[CH:17]=[CH:16][CH:15]=[CH:14][CH:13]=1. Reported procedure: To a solution of 28A (1 g, 3 mmol), DCM (10 mL) and pyridine (10 mL) at 0° C. was added phenyl chloroformate (0.38 mL, 3 mmol) dropwise over 30 min. The reaction was quenched with 1 N HCl (50 mL) and extracted with EtOAc (3×30 mL). The combined organics were washed with saturated NaHCO3, brine and dried (MgSO4). The organic layer was concentrated in vacuo and the residue purified by flash chromatography (0-100% EtoAc/Hexane) to afford 28B (877 mg, 62%) as an oil. 1H NMR (400 MHz, CDCl3) δ ppm 1....